Dataset: the Open Reaction Database (ORD), a public repository of structured organic reaction records. Task: describe an organic reaction: reactants, conditions, products, and yield Starting materials: CC(C)(C)[Si](C)(C)OC1CC(=O)OC(C(O)O)C1, COC(OC)OC, ClCCl, [Na+], O=C([O-])O, Cc1ccccc1S(=O)(=O)O. As a reaction SMILES: [C:1]([CH3:2])([CH3:3])([CH3:4])[Si:5]([O:6][CH:7]1[CH2:8][C:9](=[O:16])[O:10][CH:11]([CH:13]([OH:14])[OH:15])[CH2:12]1)([CH3:17])[CH3:18].[CH:30]([O:31][CH3:32])([O:33][CH3:34])[O:35][CH3:36].[Cl:42][CH2:43][Cl:44].[Na+:41].[O-:37][C:38]([OH:39])=[O:40].[c:19]1([CH3:20])[c:21]([S:22]([OH:23])(=[O:24])=[O:25])[cH:26][cH:27][cH:28][cH:29]1>>[C:1]([CH3:2])([CH3:3])([CH3:4])[Si:5]([O:6][CH:7]1[CH2:8][C:9](=[O:16])[O:10][CH:11]([CH:30]([O:33][CH3:34])[O:35][CH3:36])[CH2:12]1)([CH3:17])[CH3:18]. Yields the product COC(OC)C1CC(O[Si](C)(C)C(C)(C)C)CC(=O)O1.